Dataset: the Open Reaction Database (ORD), a public repository of structured organic reaction records. Task: describe an organic reaction: reactants, conditions, products, and yield Starting materials: [OH-].[Na+] (NaOH), CC(CC(C)=O)C (4-Methyl-2-pentanone), O.[N+](=O)([O-])C(C=O)C=O.[Na] (sodium nitromalonaldehyde monohydrate). Run in C(C)O (ethanol), O (water). Run at time 8 hour. Product: C(C)(C)C1=C(C=CC(=C1)[N+](=O)[O-])O (2-isopropyl-4-nitrophenol). The yield is 54.0%. Reaction SMILES: [CH3:1][CH:2]([CH3:7])[CH2:3][C:4](=[O:6])[CH3:5].O.[N+:9]([CH:12]([CH:15]=O)[CH:13]=O)([O-:11])=[O:10].[Na].[OH-].[Na+]>C(O)C.O>[CH:2]([C:3]1[CH:15]=[C:12]([N+:9]([O-:11])=[O:10])[CH:13]=[CH:5][C:4]=1[OH:6])([CH3:7])[CH3:1] |f:1.2.3,4.5,^1:16|. Reported procedure: 4-Methyl-2-pentanone (4.85 g, 48 mmol) in 40 mL of ethanol was added dropwise to a solution of sodium nitromalonaldehyde monohydrate (7.61 g, 48 mmol) in 40 mL of water. NaOH (48 ml of 1N aqueous solution) was then added to the reaction mixture. The mixture was stirred at room temperature overnight, and solvent was removed under reduced pressure. The residue was diluted with water and neutralized, then extracted with ethyl acetate. The combined organic layers were washed with brine, dried (MgSO4... Reactants: C(C)(C)(C)OC(=O)N1C[C@H]([C@@H](CC1)OC1=CC=C(C=C1)OC1=CC=CC=C1)O ((±)-trans-N-tert-butoxycarbonyl-3-hydroxy-4-(4-phenoxyphenoxy)-piperidine), [H-].[Na+] (sodium hydride), O (water), COCCBr (2-bromoethyl methyl ether). Run in CN(C)C=O (DMF). Reaction conditions: time 1 hour. Product: C(C)(C)(C)OC(=O)N1C[C@H]([C@@H](CC1)OC1=CC=C(C=C1)OC1=CC=CC=C1)OCCOC ((±)-trans-N-tert-Butoxycarbonyl-4-(4-phenoxyphenoxy)-3-(2-methoxy-1-ethoxy)piperidine). RXN SMILES: [C:1]([O:5][C:6]([N:8]1[CH2:13][CH2:12][C@@H:11]([O:14][C:15]2[CH:20]=[CH:19][C:18]([O:21][C:22]3[CH:27]=[CH:26][CH:25]=[CH:24][CH:23]=3)=[CH:17][CH:16]=2)[C@H:10]([OH:28])[CH2:9]1)=[O:7])([CH3:4])([CH3:3])[CH3:2].[H-].[Na+].[CH3:31][O:32][CH2:33][CH2:34]Br.O>CN(C=O)C>[C:1]([O:5][C:6]([N:8]1[CH2:13][CH2:12][C@@H:11]([O:14][C:15]2[CH:16]=[CH:17][C:18]([O:21][C:22]3[CH:23]=[CH:24][CH:25]=[CH:26][CH:27]=3)=[CH:19][CH:20]=2)[C@H:10]([O:28][CH2:34][CH2:33][O:32][CH3:31])[CH2:9]1)=[O:7])([CH3:4])([CH3:2])[CH3:3] |f:1.2|. Procedure details: To a solution of (±)-trans-N-tert-butoxycarbonyl-3-hydroxy-4-(4-phenoxyphenoxy)-piperidine (1.47 g, 3.8 mmol) in dry DMF (30 ml) was added sodium hydride (300 mg 60% suspension in mineral oil, 4.2 mmol). After 1 h, 2-bromoethyl methyl ether (1.7 g, 7.6 mmol) was added. After 6 days water was added and the product was extracted with ethyl acetate (2×30 ml). After drying and evaporation the crude product was obtained as an oil. The reactants are O=C1NC(=O)c2ccccc21, O=CNCC(CCCI)(c1ccccc1)c1ccccc1, [K], CN(C)C=O. Yields the product O=CNCC(CCCN1C(=O)c2ccccc2C1=O)(c1ccccc1)c1ccccc1. As a reaction SMILES: [C:22]1(=[O:32])[c:23]2[c:24]([cH:28][cH:29][cH:30][cH:31]2)[C:25](=[O:27])[NH:26]1.[CH:1](=[O:2])[NH:3][CH2:4][C:5]([CH2:6][CH2:7][CH2:8][I:9])([c:10]1[cH:11][cH:12][cH:13][cH:14][cH:15]1)[c:16]1[cH:17][cH:18][cH:19][cH:20][cH:21]1.[K:33].[O:34]=[CH:35][N:36]([CH3:37])[CH3:38]>>[CH:1](=[O:2])[NH:3][CH2:4][C:5]([CH2:6][CH2:7][CH2:8][N:26]1[C:22](=[O:32])[c:23]2[c:24]([cH:28][cH:29][cH:30][cH:31]2)[C:25]1=[O:27])([c:10]1[cH:11][cH:12][cH:13][cH:14][cH:15]1)[c:16]1[cH:17][cH:18][cH:19][cH:20][cH:21]1. Procedure: A mixture of 5-(4-bromophenyl)-3-(1-hydroxymethyl-1-methylethyl)-4-(2-methoxyphenyl)-4,5-dihydro-1H-pyrrolo[3,4-c]pyrazole-6-one (0.15 g, 0.33 mmol), thiophene-3-yl boronic acid (0.063. g, 0.49 mmol), tripotassium phosphate (0.21 mg, 0.99 mmol), 1,2-Dimethoxyethane (3 mL) and water (0.6 mL) was placed in a flask under nitrogen. To the mixture was added 1,1′-Bis(diphenylphosphino)ferrocene-palladium(II) dichloride dichloromethane complex (0.027 mg, 0.033 mmol) and the resulting mixture was heated... Product: OCC(C)(C)C=1C2=C(NN1)C(N(C2C2=C(C=CC=C2)OC)C2=CC=C(C=C2)C2=CSC=C2)=O (3-(1-hydroxymethyl-1-methylethyl)-4-(2-methoxyphenyl)-5-(4-thiophene-3-ylphenyl)-4,5-dihydro-1H-pyrrolo[3,4-c]pyrazole-6-one). Reactants: BrC1=CC=C(C=C1)N1C(C=2NN=C(C2C1C1=C(C=CC=C1)OC)C(C)(C)CO)=O (5-(4-bromophenyl)-3-(1-hydroxymethyl-1-methylethyl)-4-(2-methoxyphenyl)-4,5-dihydro-1H-pyrrolo[3,4-c]pyrazole-6-one), S1C=C(C=C1)B(O)O (thiophene-3-yl boronic acid), P(=O)([O-])([O-])[O-].[K+].[K+].[K+] (tripotassium phosphate), COCCOC (1,2-Dimethoxyethane). RXN SMILES: Br[C:2]1[CH:7]=[CH:6][C:5]([N:8]2[CH:15]([C:16]3[CH:21]=[CH:20][CH:19]=[CH:18][C:17]=3[O:22][CH3:23])[C:14]3[C:13]([C:24]([CH2:27][OH:28])([CH3:26])[CH3:25])=[N:12][NH:11][C:10]=3[C:9]2=[O:29])=[CH:4][CH:3]=1.[S:30]1[CH:34]=[CH:33][C:32](B(O)O)=[CH:31]1.P([O-])([O-])([O-])=O.[K+].[K+].[K+].COCCOC>O>[OH:28][CH2:27][C:24]([C:13]1[C:14]2[CH:15]([C:16]3[CH:21]=[CH:20][CH:19]=[CH:18][C:17]=3[O:22][CH3:23])[N:8]([C:5]3[CH:4]=[CH:3][C:2]([C:32]4[CH:33]=[CH:34][S:30][CH:31]=4)=[CH:7][CH:6]=3)[C:9](=[O:29])[C:10]=2[NH:11][N:12]=1)([CH3:25])[CH3:26] |f:2.3.4.5|. Run in O (water). Isolated yield 25.1%. Reported procedure: A solution of 271b (286.6 mg, 0.40 mmol) in dioxane/HCl (30 mL) was stirred at 50° C. for 2 h. It was evaporated under reduced pressure to afford 271c (450 mg, crude) as a black solid. MS-ESI: [M+H]+ 595.3 Isolated yield 189.2%. The reactants are CC1(CC=2N3CCN(C(C3=CC2C1)=O)C1=NC=CC(=C1CO)C=1C=C(C(=NC1)OC)NC1=CC=C(C=N1)N1[C@H](CN(CC1)C(=O)OC(C)(C)C)C)C (tert-Butyl(35)-4-(6-{[5-(2-{4,4-Dimethyl-9-oxo-1,10-diazatricyclo[6.4.0.02,6]dodeca-2(6),7-dien-10-yl}-3-(hydroxymethyl)pyridin-4-yl)-2-methoxypyridin-3-yl]amino}pyridin-3-yl)-3-methylpiperazine-1-carboxylate). The solvent is O1CCOCC1.Cl (dioxane HCl). As a reaction SMILES: [CH3:1][C:2]1([CH3:52])[CH2:13][C:12]2[CH:11]=[C:10]3[N:5]([CH2:6][CH2:7][N:8]([C:15]4[C:20]([CH2:21][OH:22])=[C:19]([C:23]5[CH:24]=[C:25]([NH:31][C:32]6[N:37]=[CH:36][C:35]([N:38]7[CH2:43][CH2:42][N:41](C(OC(C)(C)C)=O)[CH2:40][C@@H:39]7[CH3:51])=[CH:34][CH:33]=6)[C:26]([O:29]C)=[N:27][CH:28]=5)[CH:18]=[CH:17][N:16]=4)[C:9]3=[O:14])[C:4]=2[CH2:3]1>O1CCOCC1.Cl>[OH:22][CH2:21][C:20]1[C:15]([N:8]2[CH2:7][CH2:6][N:5]3[C:10](=[CH:11][C:12]4[CH2:13][C:2]([CH3:52])([CH3:1])[CH2:3][C:4]=43)[C:9]2=[O:14])=[N:16][CH:17]=[CH:18][C:19]=1[C:23]1[CH:24]=[C:25]([NH:31][C:32]2[CH:33]=[CH:34][C:35]([N:38]3[CH2:43][CH2:42][NH:41][CH2:40][C@@H:39]3[CH3:51])=[CH:36][N:37]=2)[C:26](=[O:29])[NH:27][CH:28]=1 |f:1.2|. Product: OCC=1C(=NC=CC1C1=CNC(C(=C1)NC1=NC=C(C=C1)N1[C@H](CNCC1)C)=O)N1C(C2=CC=3CC(CC3N2CC1)(C)C)=O (10-[3-(Hydroxymethyl)-4-[5-({5-[(2S)-2-methylpiperazin-1-yl]pyridin-2-yl}amino)-6-oxo-1,6-dihydropyridin-3-yl]pyridin-2-yl]-4,4-dimethyl-1,10-diazatricyclo[6.4.0.02,6]dodeca-2(6),7-dien-9-one). Starting materials: BrC1=C(C=C(C(=O)O)C=C1)F (4-bromo-3-fluorobenzoic acid), C(=O)([O-])[O-].[K+].[K+] (K2CO3), CC1(COB(OC1)C1=CC=NN1C)C (5-(5,5-dimethyl-1,3,2-dioxaborinan-2-yl)-1-methyl-1H-pyrazole). Reagents/catalysts: C=1C=CC(=CC1)[P](C=2C=CC=CC2)(C=3C=CC=CC3)[Pd]([P](C=4C=CC=CC4)(C=5C=CC=CC5)C=6C=CC=CC6)([P](C=7C=CC=CC7)(C=8C=CC=CC8)C=9C=CC=CC9)[P](C=1C=CC=CC1)(C=1C=CC=CC1)C=1C=CC=CC1 (tetrakistriphenylphosphine Pd(0)). The solvent is O1CCOCC1.O (dioxane H2O). Reaction conditions: temperature 80 celsius. The product is FC=1C=C(C(=O)O)C=CC1C1=CC=NN1C (3-fluoro-4-(1-methyl-1H-pyrazol-5-yl)benzoic acid). As a reaction SMILES: Br[C:2]1[CH:10]=[CH:9][C:5]([C:6]([OH:8])=[O:7])=[CH:4][C:3]=1[F:11].C([O-])([O-])=O.[K+].[K+].CC1(C)COB([C:25]2[N:29]([CH3:30])[N:28]=[CH:27][CH:26]=2)OC1>O1CCOCC1.O.C1C=CC([P]([Pd]([P](C2C=CC=CC=2)(C2C=CC=CC=2)C2C=CC=CC=2)([P](C2C=CC=CC=2)(C2C=CC=CC=2)C2C=CC=CC=2)[P](C2C=CC=CC=2)(C2C=CC=CC=2)C2C=CC=CC=2)(C2C=CC=CC=2)C2C=CC=CC=2)=CC=1>[F:11][C:3]1[CH:4]=[C:5]([CH:9]=[CH:10][C:2]=1[C:25]1[N:29]([CH3:30])[N:28]=[CH:27][CH:26]=1)[C:6]([OH:8])=[O:7] |f:1.2.3,5.6,^1:42,44,63,82|. Procedure: To a solution of 4-bromo-3-fluorobenzoic acid (110 mg, 0.5 mmol) in dioxane/H2O (5:1, 6 mL) was added K2CO3 (207 mg, 1.5 mmol), tetrakistriphenylphosphine Pd(0) (29 mg, 0.025 mmol) and 5-(5,5-dimethyl-1,3,2-dioxaborinan-2-yl)-1-methyl-1H-pyrazole (107 mg, 0.55 mmol). The reaction mixture was heated to 80° C. in a sealed tube for 12 h and was then partitioned between 6N NaOH and DCM. The pH of the aqueous phase was adjusted to ˜3 with 3M HCl and washed several times with DCM. The combined organic... Reactants: C1(=CC=CC=C1)C=1N=C(SC1)C=O (4-phenyl-1,3-thiazole-2-carbaldehyde), NC1=CC=C(C=C1)CO ((4-aminophenyl)methanol), C(C)(=O)O (acetic acid), ClCCCl (1,2-dichloroethane). Run in CCCCCC (hexane). Conditions: time 30 minute. The product is C1(=CC=CC=C1)C=1N=C(SC1)\C=N\C1=CC=C(C=C1)CO ((4-{[(1E)-(4-phenyl-1,3-thiazol-2-yl)methylene]amino}phenyl)methanol). Yield: 88.3%. RXN SMILES: [C:1]1([C:7]2[N:8]=[C:9]([CH:12]=O)[S:10][CH:11]=2)[CH:6]=[CH:5][CH:4]=[CH:3][CH:2]=1.[NH2:14][C:15]1[CH:20]=[CH:19][C:18]([CH2:21][OH:22])=[CH:17][CH:16]=1.C(O)(=O)C.ClCCCl>CCCCCC>[C:1]1([C:7]2[N:8]=[C:9](/[CH:12]=[N:14]/[C:15]3[CH:20]=[CH:19][C:18]([CH2:21][OH:22])=[CH:17][CH:16]=3)[S:10][CH:11]=2)[CH:2]=[CH:3][CH:4]=[CH:5][CH:6]=1. Procedure details: A mixture of 4-phenyl-1,3-thiazole-2-carbaldehyde (1.10 g, 5.81 mmol), (4-aminophenyl)methanol (615 mg, 5.0 mmol), acetic acid (0.4 mL) and 1,2-dichloroethane (10 mL) was stirred at room temperature for 30 min. The reaction mixture was diluted with hexane. The precipitated solid was collected by filtration, washed with hexane, and dried to give the title compound (1.30 g, yield 88%) as yellow crystals. Starting materials: C(C(=C)C)(=O)OCCOC(C(=C)C)=O.C(C(=C)C)(=O)OCCCCCCCl (6-Chlorohexyl methacrylate ethylene glycol bismethacrylate), [Br-].[Na+] (sodium bromide), C(C)Br (ethyl bromide). Solvent: CN1C(CCC1)=O (N-methylpyrrolidone). The product is C(C(=C)C)(=O)OCCOC(C(=C)C)=O.C(C(=C)C)(=O)OCCCCCCBr (6-bromohexyl methacrylate ethylene glycol bismethacrylate). Reaction SMILES: [C:1]([O:6][CH2:7][CH2:8][O:9][C:10](=[O:14])[C:11]([CH3:13])=[CH2:12])(=[O:5])[C:2]([CH3:4])=[CH2:3].[C:15]([O:20][CH2:21][CH2:22][CH2:23][CH2:24][CH2:25][CH2:26]Cl)(=[O:19])[C:16]([CH3:18])=[CH2:17].[Br-].[Na+].C([Br:32])C>CN1CCCC1=O>[C:1]([O:6][CH2:7][CH2:8][O:9][C:10](=[O:14])[C:11]([CH3:13])=[CH2:12])(=[O:5])[C:2]([CH3:4])=[CH2:3].[C:15]([O:20][CH2:21][CH2:22][CH2:23][CH2:24][CH2:25][CH2:26][Br:32])(=[O:19])[C:16]([CH3:18])=[CH2:17] |f:0.1,2.3,6.7|. Procedure: 6-Chlorohexyl methacrylate ethylene glycol bismethacrylate co-polymer (4.1 meq Cl/g, approximately 1.9 molar % cross-linking) (c.f. Example 17) (14.1 g) was reacted with sodium bromide (6 g) and ethyl bromide (63.2 g) in N-methylpyrrolidone (200 ml) at 65° for 6 days. The slurry was then sieved and the fraction <53 μM discarded. The remaining polymer was washed with water, methanol, acetone and diethylether and dried under vacuum for 16 hours to give 6-bromohexyl methacrylate ethylene glycol bis... Reactants: C(C=C)C=1C=C(C#N)C=CC1O (3-allyl-4-hydroxybenzonitrile). Solvent: CCO (EtOH). Procedure details: 3-Allyl-4-hydroxybenzonitrile (20.0 g, 126 mmol) (Example 28) was dissolved in EtOH (320 mL) under argon. Pd/C (80 mg, 10%, Fluka) was added, and the reaction mixture was stirred under a hydrogen atmosphere (1 atm) at rt for 20 h. The catalyst was filtered off, and then the reaction mixture was concentrated under reduced pressure, yielding 20.2 g (99%) of the title compound as a slightly greenish oil. 1H NMR (400 MHz, CDCl3): 0.95 (t, 3H), 1.63 (m, 2H), 2.56 (m, 2H), 6.86 (d, 1H), 7.30 (m, 2H). Reaction SMILES: [CH2:1]([C:4]1[CH:5]=[C:6]([CH:9]=[CH:10][C:11]=1[OH:12])[C:7]#[N:8])[CH:2]=[CH2:3]>CCO.[Pd]>[OH:12][C:11]1[CH:10]=[CH:9][C:6]([C:7]#[N:8])=[CH:5][C:4]=1[CH2:1][CH2:2][CH3:3]. Yield: 99.5%. Reagents/catalysts: [Pd] (Pd/C). Run at time 20 hour. The product is OC1=C(C=C(C#N)C=C1)CCC (4-hydroxy-3-propylbenzonitrile).